Dataset: the Open Reaction Database (ORD), a public repository of structured organic reaction records. Task: describe an organic reaction: reactants, conditions, products, and yield Starting materials: Cl (HCl), OC=1C=C(C=CC=O)C=CC1O (3,4-dihydroxycinnamaldehyde), C(#N)CC(=O)[N-]CC1=CC(=C(C=C1)OC)OC (N-(cyanoacetyl)3,4-dimethoxybenzylamide), N1CCCCC1 (piperidine). Run in O (water), C(C)O (ethanol). Run at time 1 hour. Product: COC=1C=C(CNC(=O)\C(\C#N)=C\C=C\C2=CC(=C(C=C2)O)O)C=CC1OC ((E,E)-2-(3,4-Dimethoxybenzylaminocarbonyl)-3-(3,4-dihydroxystyryl)acrylonitrile). Isolated yield 68.4%. As a reaction SMILES: [OH:1][C:2]1[CH:3]=[C:4]([CH:9]=[CH:10][C:11]=1[OH:12])[CH:5]=[CH:6][CH:7]=O.[C:13]([CH2:15][C:16]([N-:18][CH2:19][C:20]1[CH:25]=[CH:24][C:23]([O:26][CH3:27])=[C:22]([O:28][CH3:29])[CH:21]=1)=[O:17])#[N:14].N1CCCCC1.Cl>C(O)C.O>[CH3:29][O:28][C:22]1[CH:21]=[C:20]([CH:25]=[CH:24][C:23]=1[O:26][CH3:27])[CH2:19][NH:18][C:16](/[C:15](=[CH:7]/[CH:6]=[CH:5]/[C:4]1[CH:9]=[CH:10][C:11]([OH:12])=[C:2]([OH:1])[CH:3]=1)/[C:13]#[N:14])=[O:17]. Procedure: To 3,4-dihydroxycinnamaldehyde (32 mg, 0.2 mmol) and N-(cyanoacetyl)3,4-dimethoxybenzylamide (47 mg, 0.2 mmol) in 8 mL of ethanol 40 μl of piperidine was added and the mixture was kept at room temperature for 1 h. 2N HCl and water were added and the precipitated solid was recrystallized from ethanol-water to give 52 mg (68%) of an orange solid. The product gave the following analytical data: The reactants are COC(=O)C1CCC2=CC(=CC=C12)C1CCCCCC1 (5-cycloheptyl-1-indanecarboxylic acid methyl ester), C(=O)=O (carbon dioxide), solution, C(CCC)[Li] (butyl-lithium). Run in CCCCC (pentane). Yields the product COC(=O)C1(CCC2=CC(=CC=C12)C1CCCCCC1)C(=O)O (1-methoxycarbonyl-5-cycloheptyl-1-indanecarboxylic acid). Reaction SMILES: [CH3:1][O:2][C:3]([CH:5]1[C:13]2[C:8](=[CH:9][C:10]([CH:14]3[CH2:20][CH2:19][CH2:18][CH2:17][CH2:16][CH2:15]3)=[CH:11][CH:12]=2)[CH2:7][CH2:6]1)=[O:4].C([Li])CCC.[C:26](=[O:28])=[O:27]>CCCCC>[CH3:1][O:2][C:3]([C:5]1([C:26]([OH:28])=[O:27])[C:13]2[C:8](=[CH:9][C:10]([CH:14]3[CH2:20][CH2:19][CH2:18][CH2:17][CH2:16][CH2:15]3)=[CH:11][CH:12]=2)[CH2:7][CH2:6]1)=[O:4]. Procedure details: melting point 140°-141° C (from pentane), from 10 g of 5-cycloheptyl-1-indanecarboxylic acid methyl ester, 12.8 ml of a 2.6 N solution of butyl-lithium and carbon dioxide.